Dataset: the Open Reaction Database (ORD), a public repository of structured organic reaction records. Task: describe an organic reaction: reactants, conditions, products, and yield The reactants are C(C)(C)(C)C=1C=C2C=NN(C(C2=C(C1)F)=O)C=1C(=C(C=CC1)N1N=C(C=C1)C#N)C=O (1-(3-(6-tert-butyl-8-fluoro-1-oxophthalazin-2(1H)-yl)-2-formylphenyl)-1H-pyrazole-3-carbonitrile), [NH4+].[Cl-] (NH4Cl), [BH4-].[Na+] (sodium borohydride), C(Cl)Cl (CH2Cl2). Run in CO (MeOH). Conditions: time 1 hour. Yields the product C(C)(C)(C)C=1C=C2C=NN(C(C2=C(C1)F)=O)C=1C(=C(C=CC1)N1N=C(C=C1)C#N)CO (1-(3-(6-tert-butyl-8-fluoro-1-oxophthalazin-2(1H)-yl)-2-(hydroxymethyl)phenyl)-1H-pyrazole-3-carbonitrile). Yield: 88.5%. RXN SMILES: [C:1]([C:5]1[CH:6]=[C:7]2[C:12](=[C:13]([F:15])[CH:14]=1)[C:11](=[O:16])[N:10]([C:17]1[C:18]([CH:30]=[O:31])=[C:19]([N:23]3[CH:27]=[CH:26][C:25]([C:28]#[N:29])=[N:24]3)[CH:20]=[CH:21][CH:22]=1)[N:9]=[CH:8]2)([CH3:4])([CH3:3])[CH3:2].[BH4-].[Na+].C(Cl)Cl.[NH4+].[Cl-]>CO>[C:1]([C:5]1[CH:6]=[C:7]2[C:12](=[C:13]([F:15])[CH:14]=1)[C:11](=[O:16])[N:10]([C:17]1[C:18]([CH2:30][OH:31])=[C:19]([N:23]3[CH:27]=[CH:26][C:25]([C:28]#[N:29])=[N:24]3)[CH:20]=[CH:21][CH:22]=1)[N:9]=[CH:8]2)([CH3:4])([CH3:2])[CH3:3] |f:1.2,4.5|. Procedure: In a 25 mL container, 1-(3-(6-tert-butyl-8-fluoro-1-oxophthalazin-2(1H)-yl)-2-formylphenyl)-1H-pyrazole-3-carbonitrile (18 mg, 43.3 μmol, Eq: 1.00), sodium borohydride (6.56 mg, 173 μmol, Eq: 4) were combined with CH2Cl2 (2 mL) and MeOH (1 mL) to give a white suspension. The mixture was stirred for 1 hr. The reaction mixture was poured into 25 mL sat NH4Cl and extracted with EtOAc (3×25 mL). The organic layers were dried over MgSO4 and concentrated in vacuo. The organic layer was concentrated to... The reactants are C(C)(C)(C)OC(N[C@@H](C)C1=CC=C(C=C1)[C@@H]1OC1)=O (tert-butyl((1S)-1-{4-[(2S)-oxiran-2-yl]phenyl}ethyl)carbamate), C(C)(C)(C)N (tert-butylamine). The solvent is C(C)O (ethanol). Conditions: temperature 50 celsius, time 3 day. The product is C(C)(C)(C)NC[C@@H](O)C1=CC=C(C=C1)[C@H](C)NC(OC(C)(C)C)=O (tert-butyl ((1S)-1-{4-[(1S)-2-(tert-butylamino)-1-hydroxyethyl]phenyl}ethyl)carbamate). Reaction SMILES: [C:1]([O:5][C:6](=[O:19])[NH:7][C@H:8]([C:10]1[CH:15]=[CH:14][C:13]([C@H:16]2[CH2:18][O:17]2)=[CH:12][CH:11]=1)[CH3:9])([CH3:4])([CH3:3])[CH3:2].[C:20]([NH2:24])([CH3:23])([CH3:22])[CH3:21]>C(O)C>[C:20]([NH:24][CH2:18][C@H:16]([C:13]1[CH:14]=[CH:15][C:10]([C@@H:8]([NH:7][C:6](=[O:19])[O:5][C:1]([CH3:4])([CH3:3])[CH3:2])[CH3:9])=[CH:11][CH:12]=1)[OH:17])([CH3:23])([CH3:22])[CH3:21]. Reported procedure: 4.4 g of the compound [5-4] was dissolved in 40 mL of ethanol, 20 mL of tert-butylamine was added thereto, and the mixture was stirred for 3 days at 50° C. The reaction solution was concentrated, and the resulting residue was purified by silica gel column chromatography (eluent: hexane/ethyl acetate=100/0-0/100), to obtain 3.1 g of tert-butyl ((1S)-1-{4-[(1S)-2-(tert-butylamino)-1-hydroxyethyl]phenyl}ethyl)carbamate [5-5] (hereinafter, referred to as the compound [5-5]) as a white solid. Reactants: C(C)(C)(C)NC(=O)C=1SC(=CC1C=O)C1=C(C=CC(=C1)C(NC1CC1)=O)C (N-tert-butyl-5-(5-(cyclopropylcarbamoyl)-2-methylphenyl)-3-formylthiophene-2-carboxamide), C(C)(=O)O (acetic acid), NN (hydrazine), glass. Reaction conditions: temperature 150 celsius. Yields the product C1(CC1)NC(C1=CC(=C(C=C1)C)C1=CC2=C(C(NN=C2)=O)S1)=O (N-Cyclopropyl-4-methyl-3-(7-oxo-6,7-dihydrothieno[2,3-d]pyridazin-2-yl)benzamide). The yield is 37.1%. Reaction SMILES: C([NH:5][C:6]([C:8]1[S:9][C:10]([C:15]2[CH:20]=[C:19]([C:21](=[O:26])[NH:22][CH:23]3[CH2:25][CH2:24]3)[CH:18]=[CH:17][C:16]=2[CH3:27])=[CH:11][C:12]=1[CH:13]=O)=[O:7])(C)(C)C.C(O)(=O)C.[NH2:32]N>>[CH:23]1([NH:22][C:21](=[O:26])[C:19]2[CH:18]=[CH:17][C:16]([CH3:27])=[C:15]([C:10]3[S:9][C:8]4[C:6](=[O:7])[NH:5][N:32]=[CH:13][C:12]=4[CH:11]=3)[CH:20]=2)[CH2:25][CH2:24]1. Procedure: A 5 ml glass microwave reaction vessel was charged with N-tert-butyl-5-(5-(cyclopropylcarbamoyl)-2-methylphenyl)-3-formylthiophene-2-carboxamide (0.350 g, 0.910 mmol), glacial acetic acid (2.63 ml, 45.5 mmol), hydrazine (0.0875 g, 2.73 mmol). The reaction mixture was heated in a Smith Synthesizer microwave reactor (Personal Chemistry, Inc., Upssala, Sweden) at 150° C. for 20 min. The crude was concentrated and azeotropically dried with toluene, the residue was partioned between water and DCM, an... Reactants: FC(C(=O)O)(F)F.FC(C(=O)O)(F)F.FC(C(=O)O)(F)F.ClC=1C=NC=2NC=3C=NC=C(CCC4=C(C=CC(NC1N2)=C4)NC(C[C@H]4CNCC4)=O)C3 (N-[6-chloro-2,4,8,18,22-pentaazatetracyclo[14.3.1.1(3,7).1(9,13)]docosa-1(20),3(22),4,6,9(21),10,12,16,18-nonaen-12-yl]-2-[(3S)-pyrrolidin-3-yl]acetamide tris(trifluoroacetate)), N(=C=O)C=1C=C(C#N)C=CC1 (3-isocyanatobenzonitrile). Yields the product FC(C(=O)O)(F)F.FC(C(=O)O)(F)F.ClC=1C=NC=2NC=3C=NC=C(CCC4=C(C=CC(NC1N2)=C4)NC(C[C@H]4CN(CC4)C(=O)NC4=CC(=CC=C4)C#N)=O)C3 ((3S)-3-(2-{[6-Chloro-2,4,8,18,22-pentaazatetracyclo[14.3.1.1(3,7).1(9,13)]docosa-1(20),3(22),4,6,9(21),10,12,16,18-nonaen-12-yl]amino}-2-oxoethyl)-N-(3-cyanophenyl)pyrrolidine-1-carboxamide bis(trifluoroacetate)). Yield: 77.0%. Reaction SMILES: [F:1][C:2]([F:7])([F:6])[C:3]([OH:5])=[O:4].[F:8][C:9]([F:14])([F:13])[C:10]([OH:12])=[O:11].FC(F)(F)C(O)=O.[Cl:22][C:23]1[CH:24]=[N:25][C:26]2[NH:27][C:28]3[CH:29]=[N:30][CH:31]=[C:32]([CH:53]=3)[CH2:33][CH2:34][C:35]3[CH:43]=[C:39]([NH:40][C:41]=1[N:42]=2)[CH:38]=[CH:37][C:36]=3[NH:44][C:45](=[O:52])[CH2:46][C@@H:47]1[CH2:51][CH2:50][NH:49][CH2:48]1.[N:54]([C:57]1[CH:58]=[C:59]([CH:62]=[CH:63][CH:64]=1)[C:60]#[N:61])=[C:55]=[O:56]>>[F:1][C:2]([F:7])([F:6])[C:3]([OH:5])=[O:4].[F:8][C:9]([F:14])([F:13])[C:10]([OH:12])=[O:11].[Cl:22][C:23]1[CH:24]=[N:25][C:26]2[NH:27][C:28]3[CH:29]=[N:30][CH:31]=[C:32]([CH:53]=3)[CH2:33][CH2:34][C:35]3[CH:43]=[C:39]([NH:40][C:41]=1[N:42]=2)[CH:38]=[CH:37][C:36]=3[NH:44][C:45](=[O:52])[CH2:46][C@@H:47]1[CH2:51][CH2:50][N:49]([C:55]([NH:54][C:57]2[CH:64]=[CH:63][CH:62]=[C:59]([C:60]#[N:61])[CH:58]=2)=[O:56])[CH2:48]1 |f:0.1.2.3,5.6.7|. Procedure details: The desired compound was prepared according to the procedure of Example D41 using N-[6-chloro-2,4,8,18,22-pentaazatetracyclo[14.3.1.1(3,7).1(9,13)]docosa-1(20),3(22),4,6,9(21),10,12,16,18-nonaen-12-yl]-2-[(3S)-pyrrolidin-3-yl]acetamide tris(trifluoroacetate) and 3-isocyanatobenzonitrile as the starting materials in 77% yield. LCMS for C31H29ClN9O2 (M+H)+: m/z=594.1.